From a dataset of the Open Reaction Database (ORD), a public repository of structured organic reaction records. describe an organic reaction: reactants, conditions, products, and yield Starting materials: Brc1ccc(-c2coc3ccccc23)cc1, CCCc1ccc(N2CCNC(C)C2)cc1. Yields the product CC1CN(c2ccc(-c3coc4ccccc34)cc2)CCN1. Reaction SMILES: [Br:17][c:18]1[cH:19][cH:20][c:21](-[c:24]2[cH:25][o:26][c:27]3[c:28]2[cH:29][cH:30][cH:31][cH:32]3)[cH:22][cH:23]1.[CH3:1][CH:2]1[CH2:3][N:4]([c:8]2[cH:9][cH:10][c:11]([CH2:12][CH2:13][CH3:14])[cH:15][cH:16]2)[CH2:5][CH2:6][NH:7]1>>[CH3:1][CH:2]1[CH2:3][N:4]([c:18]2[cH:19][cH:20][c:21](-[c:24]3[cH:25][o:26][c:27]4[c:28]3[cH:29][cH:30][cH:31][cH:32]4)[cH:22][cH:23]2)[CH2:5][CH2:6][NH:7]1.